This data is from the Open Reaction Database (ORD), a public repository of structured organic reaction records. The task is: describe an organic reaction: reactants, conditions, products, and yield Starting materials: BrCc1ccccc1, CC#N, c1ccn2ccnc2c1. Yields the product [Br-], c1ccc(C[n+]2ccn3ccccc32)cc1. Reaction SMILES: [Br:10][CH2:11][c:12]1[cH:13][cH:14][cH:15][cH:16][cH:17]1.[CH3:18][C:19]#[N:20].[n:1]1[cH:2][cH:3][n:4]2[c:5]1[cH:6][cH:7][cH:8][cH:9]2>>[Br-:10].[n+:1]1([CH2:11][c:12]2[cH:13][cH:14][cH:15][cH:16][cH:17]2)[cH:2][cH:3][n:4]2[c:5]1[cH:6][cH:7][cH:8][cH:9]2. Reactants: CCc1ccc([N+](=O)[O-])cn1, [Pd]. Reaction SMILES: [CH2:1]([CH3:2])[c:3]1[n:4][cH:5][c:6]([N+:9]([O-:10])=[O:11])[cH:7][cH:8]1.[Pd:12]>>[CH2:1]([CH3:2])[c:3]1[n:4][cH:5][c:6]([NH2:9])[cH:7][cH:8]1. The product is CCc1ccc(N)cn1. The reactants are C1(=CC=CC=C1)O (phenol), ClC1=NC(=CC2=CC(=CC=C12)OC)NC1=NNC(=C1)C ((1-chloro-6-methoxy-isoquinolin-3-yl)-(5-methyl-1H-pyrazol-3-yl)-amine). Product: COC=1C=C2C=C(N=C(C2=CC1)OC1=CC=CC=C1)NC1=NNC(=C1)C ((6-methoxy-1-phenoxy-isoquinolin-3-yl)-(5-methyl-1H-pyrazol-3-yl)-amine). Reaction SMILES: [C:1]1([OH:7])[CH:6]=[CH:5][CH:4]=[CH:3][CH:2]=1.Cl[C:9]1[C:18]2[C:13](=[CH:14][C:15]([O:19][CH3:20])=[CH:16][CH:17]=2)[CH:12]=[C:11]([NH:21][C:22]2[CH:26]=[C:25]([CH3:27])[NH:24][N:23]=2)[N:10]=1>>[CH3:20][O:19][C:15]1[CH:14]=[C:13]2[C:18](=[CH:17][CH:16]=1)[C:9]([O:7][C:1]1[CH:6]=[CH:5][CH:4]=[CH:3][CH:2]=1)=[N:10][C:11]([NH:21][C:22]1[CH:26]=[C:25]([CH3:27])[NH:24][N:23]=1)=[CH:12]2. Procedure: Similar procedure as described in example 10 was used, starting from phenol and (1-chloro-6-methoxy-isoquinolin-3-yl)-(5-methyl-1H-pyrazol-3-yl)-amine to give (6-methoxy-1-phenoxy-isoquinolin-3-yl)-(5-methyl-1H-pyrazol-3-yl)-amine. LC-MS m/e 337(MH+). Reactants: C(Cl)C1CO1 (epichlorhydrine), C(CC)C(C(=O)O)CCC (di-n-propylacetic acid), C1(=CC=CC=C1)C (toluene), [OH-].[Na+] (sodium hydroxide). The solvent is CN(C=O)C (N,N-dimethylformamide). Reaction conditions: time 6 hour. The product is C(CC)C(C(=O)OCC1CO1)CCC (2,3-Epoxy-propyl di-n-propylacetate). RXN SMILES: [CH2:1]([CH:4]([CH2:8][CH2:9][CH3:10])[C:5]([OH:7])=[O:6])[CH2:2][CH3:3].C1(C)C=CC=CC=1.[OH-].[Na+].[CH2:20]([CH:22]1[O:24][CH2:23]1)Cl>CN(C)C=O>[CH2:1]([CH:4]([CH2:8][CH2:9][CH3:10])[C:5]([O:7][CH2:20][CH:22]1[O:24][CH2:23]1)=[O:6])[CH2:2][CH3:3] |f:2.3|. Procedure details: Into a flask were introduced 70 g (0.48 mol) of di-n-propylacetic acid, 250 ml of toluene and 30 ml of N,N-dimethylformamide. After this operation, 40 g of 50%-aqueous solution of sodium hydroxide were added. This mixture was heated to 60°-80° C. and 138.7 g (1.5 mol) of epichlorhydrine were introduced. The reaction medium was maintained under stirring for 6 hours at 70°-80° C. and then concentrated in a rotary evaporator. After extraction with ethyl ether, the organic fractions were collected a...